Dataset: the Open Reaction Database (ORD), a public repository of structured organic reaction records. Task: describe an organic reaction: reactants, conditions, products, and yield The reactants are N#Cc1c[nH]c2c(Br)cc(Cl)cc12, C1CCOC1, C[Si](C)(C)CCOCCl, [H-], [Na+]. Product: C[Si](C)(C)CCOCn1cc(C#N)c2cc(Cl)cc(Br)c21. As a reaction SMILES: [Br:3][c:4]1[cH:5][c:6]([Cl:15])[cH:7][c:8]2[c:9]([C:13]#[N:14])[cH:10][nH:11][c:12]12.[CH2:25]1[O:26][CH2:27][CH2:28][CH2:29]1.[CH3:16][Si:17]([CH2:18][CH2:19][O:20][CH2:21][Cl:22])([CH3:23])[CH3:24].[H-:1].[Na+:2]>>[Br:3][c:4]1[cH:5][c:6]([Cl:15])[cH:7][c:8]2[c:9]([C:13]#[N:14])[cH:10][n:11]([CH2:21][O:20][CH2:19][CH2:18][Si:17]([CH3:16])([CH3:23])[CH3:24])[c:12]12.